From a dataset of the Open Reaction Database (ORD), a public repository of structured organic reaction records. describe an organic reaction: reactants, conditions, products, and yield The reactants are CN(C=O)C (dimethylformamide), 5-oxo-5H-dibenzo[a,d]cycloheptane-2-carboxylic acid, [N+](=[N-])=C (diazomethane), BrN1C(CCC1=O)=O (N-bromosuccinimide), CN(C=O)C.C1(=NNCCCCCC1)C1=CCCCCCCC1 (dimethylformamide diazabicyclononene). Yields the product O=C1C2=C(C=CC3=C1C=CC(=C3)C(=O)O)C=CC=C2 (5-oxo-5H-dibenzo[a,d]cycloheptene-2-carboxylic acid). RXN SMILES: [N+](=C)=[N-].BrN1C(=[O:10])CCC1=O.CN(C)[CH:14]=[O:15].[C:17]1([C:26]2[CH2:34][CH2:33][CH2:32][CH2:31][CH2:30][CH2:29][CH2:28][CH:27]=2)[CH2:25][CH2:24][CH2:23][CH2:22]CCNN=1.CN(C)[CH:37]=[O:38]>>[O:38]=[C:37]1[C:27]2[CH:28]=[CH:29][C:30]([C:14]([OH:15])=[O:10])=[CH:31][C:32]=2[CH:33]=[CH:34][C:26]2[CH:17]=[CH:25][CH:24]=[CH:23][C:22]1=2 |f:2.3|. Procedure: 5-Oxo-5H-dibenzo[a,d]cycloheptene-2-carboxylic acid is prepared by esterifying 2-methylterephthalic acid with methanol, in the presence of acid catalyst, to afford the corresponding dimethyl ester which, in turn, is reacted with N-bromosuccinimide to afford 2-bromomethylterephthalic acid dimethyl ester. This diester is reacted with triphenylphosphine to afford 2,5-bis(carbomethoxy)benzyltriphenyl phosphonium bromide which is treated with benzaldehyde and a non-nucleophilic base, such as diazabic... Starting materials: O=C1CCC(=O)N1Br, ClC(Cl)(Cl)Cl, Cc1ccc2c(c1)C(=O)N(C)S2(=O)=O. Yields the product CN1C(=O)c2cc(CBr)ccc2S1(=O)=O. As a reaction SMILES: [Br:15][N:16]1[C:17](=[O:18])[CH2:19][CH2:20][C:21]1=[O:22].[C:23]([Cl:24])([Cl:25])([Cl:26])[Cl:27].[CH3:1][N:2]1[S:3](=[O:13])(=[O:14])[c:4]2[c:5]([cH:8][c:9]([CH3:12])[cH:10][cH:11]2)[C:6]1=[O:7]>>[CH3:1][N:2]1[S:3](=[O:13])(=[O:14])[c:4]2[c:5]([cH:8][c:9]([CH2:12][Br:15])[cH:10][cH:11]2)[C:6]1=[O:7]. The reactants are COC1=CC=C(C=C1)C1=C(C=NC2=C(C=CC=C12)C(F)(F)F)C(=O)C1=CC=CC=C1 ([4-(4-methoxyphenyl)-8-(trifluoromethyl)quinolin-3-yl](phenyl)methanone), Cl.N1=CC=CC=C1 (pyridine HCl). Run in Cl (HCl). Reaction conditions: temperature 200 celsius, time 1 hour. The product is OC1=CC=C(C=C1)C1=C(C=NC2=C(C=CC=C12)C(F)(F)F)C(=O)C1=CC=CC=C1 ([4-(4-hydroxyphenyl)-8-(trifluoromethyl)quinolin-3-yl](phenyl)methanone). The yield is 61.6%. RXN SMILES: C[O:2][C:3]1[CH:8]=[CH:7][C:6]([C:9]2[C:18]3[C:13](=[C:14]([C:19]([F:22])([F:21])[F:20])[CH:15]=[CH:16][CH:17]=3)[N:12]=[CH:11][C:10]=2[C:23]([C:25]2[CH:30]=[CH:29][CH:28]=[CH:27][CH:26]=2)=[O:24])=[CH:5][CH:4]=1.Cl.N1C=CC=CC=1>Cl>[OH:2][C:3]1[CH:4]=[CH:5][C:6]([C:9]2[C:18]3[C:13](=[C:14]([C:19]([F:22])([F:20])[F:21])[CH:15]=[CH:16][CH:17]=3)[N:12]=[CH:11][C:10]=2[C:23]([C:25]2[CH:26]=[CH:27][CH:28]=[CH:29][CH:30]=2)=[O:24])=[CH:7][CH:8]=1 |f:1.2|. Reported procedure: A mixture of [4-(4-methoxyphenyl)-8-(trifluoromethyl)quinolin-3-yl](phenyl)methanone (1.3 g, 3.3 mmol) and pyridine HCl(10 g) was heated to 200° C. After 1 hr, the reaction was cooled and then diluted with 2N HCl. The acidic layer was extracted with EtOAc, dried and concentrated to give an oil which was triturated with 10% EtOAc/hexane to give a solid which was collected by filtration to give ([4-(4-hydroxyphenyl)-8-(trifluoromethyl)quinolin-3-yl](phenyl)methanone (0.80 g, Yield=68%); MS (ESI) m... Starting materials: CI (MeI), C[Si](C)(C)[N-][Si](C)(C)C.[K+] (KHMDS), C1(=CC=CC=C1)C (PhMe), NC1=CC(=NN1C1=CC=C(C=C1)CC(=O)OCC)C=1SC=CC1 (ethyl 2-(4-(5-amino-3-(thiophen-2-yl)-1H-pyrazol-1-yl)phenyl)acetate). Solvent: C1CCOC1 (THF). Run at temperature -78 celsius, time 1 hour. Product: NC1=CC(=NN1C1=CC=C(C=C1)C(C(=O)OCC)C)C=1SC=CC1 (ethyl 2-(4-(5-amino-3-(thiophen-2-yl)-1H-pyrazol-1-yl)phenyl)propanoate). As a reaction SMILES: [NH2:1][C:2]1[N:6]([C:7]2[CH:12]=[CH:11][C:10]([CH2:13][C:14]([O:16][CH2:17][CH3:18])=[O:15])=[CH:9][CH:8]=2)[N:5]=[C:4]([C:19]2[S:20][CH:21]=[CH:22][CH:23]=2)[CH:3]=1.[CH3:24][Si]([N-][Si](C)(C)C)(C)C.[K+].C1(C)C=CC=CC=1.CI>C1COCC1>[NH2:1][C:2]1[N:6]([C:7]2[CH:8]=[CH:9][C:10]([CH:13]([CH3:24])[C:14]([O:16][CH2:17][CH3:18])=[O:15])=[CH:11][CH:12]=2)[N:5]=[C:4]([C:19]2[S:20][CH:21]=[CH:22][CH:23]=2)[CH:3]=1 |f:1.2|. Procedure details: To a solution of ethyl 2-(4-(5-amino-3-(thiophen-2-yl)-1H-pyrazol-1-yl)phenyl)acetate (0.244 g, 0.745 mmol) in THF (7.5 ml), thoroughly cooled to −78° C., was added KHMDS in PhMe (1.79 ml, 0.894 mmol, 0.500 M). The resulting very dark mixture was stirred at −78° C. for 1 h and then treated with MeI (0.056 ml, 0.894 mmol). The reaction was stirred with gradual warming to RT overnight. The completed reaction was quenched by addition of 3M HCl, diluted with EtOAc and the layers separated. The aqueo... Starting materials: ClC=1C=CC(=C(C(=O)N)C1)N1N=NN=C1 (5-chloro-2-(1H-tetrazol-1-yl)benzamide), [OH-].COC(=O)NS(=O)(=O)[NH3+] ((methoxycarbonylsulfamoyl)ammonium hydroxide), salt, O (Water). Run in C1CCOC1 (THF). Yields the product ClC=1C=CC(=C(C#N)C1)N1N=NN=C1 (5-chloro-2-tetrazol-1-yl-benzonitrile). Yield: 89.7%. Reaction SMILES: [Cl:1][C:2]1[CH:3]=[CH:4][C:5]([N:11]2[CH:15]=[N:14][N:13]=[N:12]2)=[C:6]([CH:10]=1)[C:7]([NH2:9])=O.[OH-].COC(NS([NH3+])(=O)=O)=O.O>C1COCC1>[Cl:1][C:2]1[CH:3]=[CH:4][C:5]([N:11]2[CH:15]=[N:14][N:13]=[N:12]2)=[C:6]([CH:10]=1)[C:7]#[N:9] |f:1.2|. Reported procedure: To a solution of 5-chloro-2-(1H-tetrazol-1-yl)benzamide (1.0 g, 4.5 mmol) in THF (29 mL) was added (methoxycarbonylsulfamoyl)ammonium hydroxide, inner salt (2.1 g, 8.8 mmol) in five portions over 5 h. Water was added and the reaction mixture was extracted with ethyl acetate. The combined organic layers were washed with brine. Drying and solvent evaporation gave 5-chloro-2-tetrazol-1-yl-benzonitrile (0.83 g, 90%); 1H NMR (400 MHz, CDCl3): δ 9.26 (s, 1H), 7.90 (d, J=1.0 Hz, 1H,), 7.85 (m, 2H). Reactants: FC1=CC=C(C=C1)N1N=CC2=CC(=CC=C12)O[C@H]([C@@H](C)N)C1=CC=CC=C1 ((1S,2R)-1-{[1-(4-fluorophenyl)-1H-indazol-5-yl]oxy}-1-phenylpropan-2-amine), C(OC)(=O)Cl (methyl chlorocarbonate). The product is FC1=CC=C(C=C1)N1N=CC2=CC(=CC=C12)O[C@@H]([C@H](C)NC(OC)=O)C1=CC=CC=C1 (Methyl ((1S,2R)-2-{[1-(4-fluorophenyl)-1H-indazol-5-yl]oxy}-1-methyl-2-phenylethyl)carbamate). Reaction SMILES: [F:1][C:2]1[CH:7]=[CH:6][C:5]([N:8]2[C:16]3[C:11](=[CH:12][C:13]([O:17][C@@H:18]([C:22]4[CH:27]=[CH:26][CH:25]=[CH:24][CH:23]=4)[C@H:19]([NH2:21])[CH3:20])=[CH:14][CH:15]=3)[CH:10]=[N:9]2)=[CH:4][CH:3]=1.[C:28](Cl)(=[O:31])[O:29][CH3:30]>>[F:1][C:2]1[CH:3]=[CH:4][C:5]([N:8]2[C:16]3[C:11](=[CH:12][C:13]([O:17][C@H:18]([C:22]4[CH:23]=[CH:24][CH:25]=[CH:26][CH:27]=4)[C@@H:19]([NH:21][C:28](=[O:31])[O:29][CH3:30])[CH3:20])=[CH:14][CH:15]=3)[CH:10]=[N:9]2)=[CH:6][CH:7]=1. Reported procedure: Prepared as described in Example 1 using (1S,2R)-1-{[1-(4-fluorophenyl)-1H-indazol-5-yl]oxy}-1-phenylpropan-2-amine (1a, 14 mg, 38 μmol) and methyl chlorocarbonate (11 mg, 114 μmol). Yield 14 mg (90%). The reactants are FC(C1=CC=C(C(=O)NC(NCC2=C(C=CC=C2)C(F)(F)F)=S)C=C1)(F)F (4-(trifluoromethyl)-N-((2-(trifluoromethyl)benzyl)carbamothioyl) benzamide), NC1=NC(=CC=C1)N (2,6-diaminopyridine), 1-ethyl-3-(3-dimethyllaminopropyl)carbodiimide hydrochloride. Run in CN(C)C=O (DMF), C(C)(=O)OCC (ethyl acetate). Yields the product NC1=CC=CC(=N1)N\C(=N/C(C1=CC=C(C=C1)C(F)(F)F)=O)\NCC1=C(C=CC=C1)C(F)(F)F ((Z)—N-(((6-aminopyridin-2-yl)amino)((2-(trifluoromethyl) benzyl)amino)methylene)-4-(trifluoromethyl)benzamide). The yield is 55.3%. RXN SMILES: [F:1][C:2]([F:27])([F:26])[C:3]1[CH:25]=[CH:24][C:6]([C:7]([NH:9][C:10](=S)[NH:11][CH2:12][C:13]2[CH:18]=[CH:17][CH:16]=[CH:15][C:14]=2[C:19]([F:22])([F:21])[F:20])=[O:8])=[CH:5][CH:4]=1.[NH2:28][C:29]1[CH:34]=[CH:33][CH:32]=[C:31]([NH2:35])[N:30]=1>CN(C=O)C.C(OCC)(=O)C>[NH2:28][C:29]1[N:30]=[C:31]([NH:35]/[C:10](/[NH:11][CH2:12][C:13]2[CH:18]=[CH:17][CH:16]=[CH:15][C:14]=2[C:19]([F:22])([F:21])[F:20])=[N:9]\[C:7](=[O:8])[C:6]2[CH:24]=[CH:25][C:3]([C:2]([F:27])([F:26])[F:1])=[CH:4][CH:5]=2)[CH:32]=[CH:33][CH:34]=1. Procedure details: A solution of 4-(trifluoromethyl)-N-((2-(trifluoromethyl)benzyl)carbamothioyl) benzamide (2.0 g, 4.92 mmol), 2,6-diaminopyridine (591 mg, 5.41 mmol), and 1-ethyl-3-(3-dimethyllaminopropyl)carbodiimide hydrochloride (EDC hydrochloride) (1.13 g, 5.91 mmol) in DMF (49 mL) was heated to 65° C. for 30 minutes, then allowed to cool to room temperature. The mixture was then diluted with ethyl acetate, washed with aqueous sodium bicarbonate solution, washed with brine, dried over sodium sulfate, and con... The reactants are CC1(OC2=C(C3=C1SCC3)C(=CC(=C2)C(C)C(CCCCC)C)O)C (1,2-dihydro-4,4-dimethyl-9-hydroxy-7-(3-methyl-2-octyl)-4H-thieno[2,3-c][1]benzopyran), ClC(=O)[O-] (chloroformate), CN (methylamine), C(=O)(Cl)Cl (phosgene), CN(C1=CC=CC=C1)C (dimethylaniline). Product: CC1(OC2=C(C3=C1SCC3)C(=CC(=C2)C(C)C(CCCCC)C)OC(NC)=O)C (1,2-dihydro-4,4-dimethyl-9-(N-methylcarbamyloxy)-7-(3-methyl-2-octyl)-4H-thieno[2,3-c][1]benzopyran). RXN SMILES: [CH3:1][C:2]1([CH3:25])[C:7]2[S:8][CH2:9][CH2:10][C:6]=2[C:5]2[C:11]([OH:24])=[CH:12][C:13]([CH:15]([CH:17]([CH3:23])[CH2:18][CH2:19][CH2:20][CH2:21][CH3:22])[CH3:16])=[CH:14][C:4]=2[O:3]1.[C:26](Cl)(Cl)=[O:27].[CH3:30][N:31](C)C1C=CC=CC=1.ClC([O-])=O.CN>>[CH3:25][C:2]1([CH3:1])[C:7]2[S:8][CH2:9][CH2:10][C:6]=2[C:5]2[C:11]([O:24][C:26](=[O:27])[NH:31][CH3:30])=[CH:12][C:13]([CH:15]([CH:17]([CH3:23])[CH2:18][CH2:19][CH2:20][CH2:21][CH3:22])[CH3:16])=[CH:14][C:4]=2[O:3]1. Procedure details: By reacting 1,2-dihydro-4,4-dimethyl-9-hydroxy-7-(3-methyl-2-octyl)-4H-thieno[2,3-c][1]benzopyran with an equimolar amount of phosgene in the presence of dimethylaniline in a procedure similar to that described in Example 20 and reacting the resulting chloroformate with methylamine, there is obtained 1,2-dihydro-4,4-dimethyl-9-(N-methylcarbamyloxy)-7-(3-methyl-2-octyl)-4H-thieno[2,3-c][1]benzopyran.